From a dataset of the Open Reaction Database (ORD), a public repository of structured organic reaction records. describe an organic reaction: reactants, conditions, products, and yield The reactants are N1N=C(C2=CC=CC=C12)\C=C\1/OC2=C(C1=O)C=CC(=C2CN2CCN(CC2)C(=O)OC(C)(C)C)OCCC (tert-butyl (Z)-4-({2-[(1H-indazol-3-yl)methylene]-3-oxo-6-propoxy-2,3-dihydrobenzofuran-7-yl}methyl)piperazine-1-carboxylate), FC(C(=O)O)(F)F (trifluoroacetic acid), C(O)([O-])=O.[Na+] (sodium hydrogencarbonate). Run in C(Cl)Cl (methylene chloride). Run at time 8 hour. Yields the product N1N=C(C2=CC=CC=C12)\C=C\1/OC2=C(C1=O)C=CC(=C2CN2CCNCC2)OCCC ((Z)-2-[(1H-indazol-3-yl)methylene]-7-(piperazin-1-ylmethyl)-6-propoxybenzofuran-3(2H)-one). Isolated yield 94.4%. As a reaction SMILES: [NH:1]1[C:9]2[C:4](=[CH:5][CH:6]=[CH:7][CH:8]=2)[C:3](/[CH:10]=[C:11]2\[O:12][C:13]3[C:20]([CH2:21][N:22]4[CH2:27][CH2:26][N:25](C(OC(C)(C)C)=O)[CH2:24][CH2:23]4)=[C:19]([O:35][CH2:36][CH2:37][CH3:38])[CH:18]=[CH:17][C:14]=3[C:15]\2=[O:16])=[N:2]1.FC(F)(F)C(O)=O.C(=O)([O-])O.[Na+]>C(Cl)Cl>[NH:1]1[C:9]2[C:4](=[CH:5][CH:6]=[CH:7][CH:8]=2)[C:3](/[CH:10]=[C:11]2\[O:12][C:13]3[C:20]([CH2:21][N:22]4[CH2:23][CH2:24][NH:25][CH2:26][CH2:27]4)=[C:19]([O:35][CH2:36][CH2:37][CH3:38])[CH:18]=[CH:17][C:14]=3[C:15]\2=[O:16])=[N:2]1 |f:2.3|. Reported procedure: A solution of tert-butyl (Z)-4-({2-[(1H-indazol-3-yl)methylene]-3-oxo-6-propoxy-2,3-dihydrobenzofuran-7-yl}methyl)piperazine-1-carboxylate (0.0210 g, 0.0405 mmol) in methylene chloride (1 mL) was added with trifluoroacetic acid (1 mL) at room temperature, and the mixture was stirred overnight. The reaction mixture was added with saturated aqueous sodium hydrogencarbonate, thereby made basic, and then extracted three times with ethyl acetate. The organic layer was dried over anhydrous sodium sulf... Starting materials: ClC1=CC2=C(NC(=N2)C(C(F)(F)F)=O)C=C1Cl (1-(5,6-Dichloro-1H-benzoimidazol-2-yl)-2,2,2-trifluoro-ethanone), O (water), Cl.NO (hydroxylamine hydrochloride), O (water). Solvent: N1=CC=CC=C1 (pyridine), C(C)O (ethanol). Product: ClC1=CC2=C(NC(=N2)C(C(F)(F)F)=NO)C=C1Cl (1-(5,6-Dichloro-1H-benzoimidazol-2-yl)-2,2,2-trifluoro-ethanone Oxime). RXN SMILES: [Cl:1][C:2]1[C:16]([Cl:17])=[CH:15][C:5]2[NH:6][C:7]([C:9](=O)[C:10]([F:13])([F:12])[F:11])=[N:8][C:4]=2[CH:3]=1.Cl.[NH2:19][OH:20].O>N1C=CC=CC=1.C(O)C>[Cl:1][C:2]1[C:16]([Cl:17])=[CH:15][C:5]2[NH:6][C:7]([C:9](=[N:19][OH:20])[C:10]([F:13])([F:12])[F:11])=[N:8][C:4]=2[CH:3]=1 |f:1.2|. Procedure: 1-(5,6-Dichloro-1H-benzoimidazol-2-yl)-2,2,2-trifluoro-ethanone (0.3005 g; 1.062 mmoles) and hydroxylamine hydrochloride (0.2389 g, 3.438 mmoles) were suspended in pyridine (3 mL) and ethanol (3 mL), then heated to 70° C. for 3 hrs. The reaction mixture was cooled to room temperature, water was water (50 mL) and the reaction mixture was then extracted with ethyl acetate (3×40 ml). The extracts were combined then washed with water (20 mL), brine (30 mL) and dried over Na2SO4. The filtrate was con... Starting materials: COC(=O)C(C)N1C(C(C1C1=CC=CC=C1)OCC1=CC=CC=C1)=O (1-(1-methoxycarbonylethyl)-3-benzyloxy-4-phenylazetidin-2-one), C(C)O (ethanol). The reagents and catalysts are [Pd] (Pd-C). Conditions: time 12 hour. Yields the product methyl ester, O[C@](NC(CCC1=CC=CC=C1)=O)(C)C(=O)O (α-hydroxy-β-phenylpropionylalanine). Isolated yield 90.5%. RXN SMILES: C[O:2][C:3]([CH:5]([N:7]1[CH:10]([C:11]2[CH:16]=[CH:15][CH:14]=[CH:13][CH:12]=2)[CH:9](OCC2C=CC=CC=2)[C:8]1=[O:25])[CH3:6])=[O:4].C([OH:28])C>[Pd]>[OH:28][C@@:5]([C:3]([OH:2])=[O:4])([CH3:6])[NH:7][C:8](=[O:25])[CH2:9][CH2:10][C:11]1[CH:16]=[CH:15][CH:14]=[CH:13][CH:12]=1. Procedure details: According to the same procedure as in Example 1, Diastereomer A (700 mg.) of 1-(1-methoxycarbonylethyl)-3-benzyloxy-4-phenylazetidin-2-one, which had been obtained in Example 5, was subjected to hydrogenolysis at room temperature in ethanol (40 ml.) under a hydrogen pressure of one atmosphere in the presence of a 10% Pd-C (220 mg.). The reaction was completed in 12 hours. The same after-treatment as in Example 1 was followed to give methyl ester of α-hydroxy-β-phenylpropionylalanine (468 mg., yi... Reactants: C(=C)C=1SC(=CN1)C(=O)OCC (ethyl 2-vinylthiazole-5-carboxylate), [H][H] (hydrogen). Reagents/catalysts: [Pd] (Pd/C). Solvent: CO (MeOH). Yields the product C(C)C=1SC(=CN1)C(=O)OCC (ethyl 2-ethylthiazole-5-carboxylate). Isolated yield 100.0%. Reaction SMILES: [CH:1]([C:3]1[S:4][C:5]([C:8]([O:10][CH2:11][CH3:12])=[O:9])=[CH:6][N:7]=1)=[CH2:2].[H][H]>CO.[Pd]>[CH2:1]([C:3]1[S:4][C:5]([C:8]([O:10][CH2:11][CH3:12])=[O:9])=[CH:6][N:7]=1)[CH3:2]. Reported procedure: To a solution of ethyl 2-vinylthiazole-5-carboxylate (400 mg, 2.18 mmol) in MeOH (7 mL) is added 10% wt. Pd/C (267 mg, 0.25 mmol) at room temperature. After stirring at room temperature under a balloon of hydrogen for 1 hour, the crude is filtered to remove Pd/C. The filtrate is concentrated to give ethyl 2-ethylthiazole-5-carboxylate (404 mg). HPLC retention time=0.60 minutes (condition B); MS (m+1)=186.3; 1H NMR (400 MHz, CD3OD) δ ppm 1.35 (t, J=7.3 Hz, 2 H) 1.39 (t, J=7.20 Hz, 2 H) 3.07 (q, J... Starting materials: C(C)(=O)O[C@@H]1[C@@H](SCC=CC2=CC=CC=C2)O[C@@H]([C@H]([C@@H]1OC(C)=O)OC(C)=O)CN=[N+]=[N-] (Cinnamyl 2,3,4-tri-O-acetyl-6-azido-6-deoxy-1-thio-α-D-mannopyranoside), C[O-].[Na+] (sodium methoxide). The solvent is CO (methanol). Yields the product N(=[N+]=[N-])C[C@@H]1[C@H]([C@@H]([C@@H]([C@@H](SCC=CC2=CC=CC=C2)O1)O)O)O (Cinnamyl 6-azido-6-deoxy-1-thio-α-D-mannopyranoside). Isolated yield 78.1%. RXN SMILES: C([O:4][C@H:5]1[C@@H:20]([O:21]C(=O)C)[C@H:19]([O:25]C(=O)C)[C@@H:18]([CH2:29][N:30]=[N+:31]=[N-:32])[O:17][C@@H:6]1[S:7][CH2:8][CH:9]=[CH:10][C:11]1[CH:16]=[CH:15][CH:14]=[CH:13][CH:12]=1)(=O)C.C[O-].[Na+]>CO>[N:30]([CH2:29][C@H:18]1[O:17][C@H:6]([S:7][CH2:8][CH:9]=[CH:10][C:11]2[CH:16]=[CH:15][CH:14]=[CH:13][CH:12]=2)[C@@H:5]([OH:4])[C@@H:20]([OH:21])[C@@H:19]1[OH:25])=[N+:31]=[N-:32] |f:1.2|. Procedure details: A solution of 12 (4.4 g) in dry methanol (60 ml) is deacetylated with sodium methoxide (0.5 g). The product is isolated in the normal manner and purified by column chromatography (CHCl3 --MeOH--H2O, 95:5:5, v/v) to give 13 as an oil (2.5 g, 78%): [α]D27 +220±0.9° (C 1.06 methanol).